From a dataset of the Open Reaction Database (ORD), a public repository of structured organic reaction records. describe an organic reaction: reactants, conditions, products, and yield Starting materials: C(C)OC(C(CC)(C)NC(=O)C1=C(C2=CC=CC=C2C(=C1)Cl)OCC1CCNCC1)=O (2-{[4-chloro-1-(piperidin-4-yl-methoxy)-naphthalene-2-carbonyl]-amino}-2-methyl-butyric acid ethyl ester), C(O)([O-])=O.[Na+] (sodium hydrogen carbonate), [BH-](OC(=O)C)(OC(=O)C)OC(=O)C.[Na+] (Na(OAc)3BH), [BH-](OC(=O)C)(OC(=O)C)OC(=O)C.[Na+] (Na(OAc)3BH). As a reaction SMILES: [CH2:1]([O:3][C:4](=[O:31])[C:5]([NH:9][C:10]([C:12]1[CH:21]=[C:20]([Cl:22])[C:19]2[C:14](=[CH:15][CH:16]=[CH:17][CH:18]=2)[C:13]=1[O:23][CH2:24][CH:25]1[CH2:30][CH2:29][NH:28][CH2:27][CH2:26]1)=[O:11])([CH3:8])[CH2:6][CH3:7])[CH3:2].[BH-](O[C:42]([CH3:44])=O)(OC(C)=O)OC(C)=O.[Na+].[C:46](=O)([O-])O.[Na+]>ClCCl.CC(O)=O.CC(C)=O>[CH2:1]([O:3][C:4](=[O:31])[C:5]([NH:9][C:10]([C:12]1[CH:21]=[C:20]([Cl:22])[C:19]2[C:14](=[CH:15][CH:16]=[CH:17][CH:18]=2)[C:13]=1[O:23][CH2:24][CH:25]1[CH2:26][CH2:27][N:28]([CH:42]([CH3:44])[CH3:46])[CH2:29][CH2:30]1)=[O:11])([CH3:8])[CH2:6][CH3:7])[CH3:2] |f:1.2,3.4|. Product: C(C)OC(C(CC)(C)NC(=O)C1=C(C2=CC=CC=C2C(=C1)Cl)OCC1CCN(CC1)C(C)C)=O (2-{[4-chloro-1-(1-isopropyl-piperidin-4-ylmethoxy)-naphthalene-2-carbonyl]-amino}-2-methyl-butyric acid ethyl ester). Solvent: ClCCl (dichloromethane), CC(=O)C (acetone), CC(=O)O (HOAc), CC(=O)O (HOAc), CC(=O)C (acetone). Procedure details: To a solution containing 70 mg of 2-{[4-chloro-1-(piperidin-4-yl-methoxy)-naphthalene-2-carbonyl]-amino}-2-methyl-butyric acid ethyl ester (see example 160, step b)) and 9 mg of acetone in 6 mL dichloromethane was added 14 mg HOAc followed by addition of Na(OAc)3BH (46 mg). After 16 hours at room temperature, 9 mg of acetone, 14 mg of HOAc and 46 mg of Na(OAc)3BH were added. The reaction mixture was stirred at room temperature overnight. Aqueous sodium hydrogen carbonate solution was added and t... Conditions: time 16 hour.